From a dataset of the Open Reaction Database (ORD), a public repository of structured organic reaction records. describe an organic reaction: reactants, conditions, products, and yield Starting materials: OC(CC=1C(=C2COC(C2=CC1)=O)C)CO (5-(2,3-dihydroxypropyl)-4-methylisobenzofuran-1(3H)-one), N1C=NC=C1 (imidazole), CC(C)(C)[Si](C)(C)Cl (TBSCl). The solvent is CN(C)C=O (DMF), C(Cl)Cl (CH2Cl2). Run at temperature 25 celsius, time 2.5 hour. Yields the product [Si](C)(C)(C(C)(C)C)OCC(CC=1C(=C2COC(C2=CC1)=O)C)O (5-(3-((tert-butyldimethylsilyl)oxy)-2-hydroxypropyl)-4-methylisobenzofuran-1(3H)-one). RXN SMILES: [OH:1][CH:2]([CH2:15][OH:16])[CH2:3][C:4]1[C:5]([CH3:14])=[C:6]2[C:10](=[CH:11][CH:12]=1)[C:9](=[O:13])[O:8][CH2:7]2.N1C=CN=C1.[CH3:22][C:23]([Si:26](Cl)([CH3:28])[CH3:27])([CH3:25])[CH3:24]>CN(C=O)C.C(Cl)Cl>[Si:26]([O:16][CH2:15][CH:2]([OH:1])[CH2:3][C:4]1[C:5]([CH3:14])=[C:6]2[C:10](=[CH:11][CH:12]=1)[C:9](=[O:13])[O:8][CH2:7]2)([C:23]([CH3:25])([CH3:24])[CH3:22])([CH3:28])[CH3:27]. Procedure details: To a solution of 5-(2,3-dihydroxypropyl)-4-methylisobenzofuran-1(3H)-one (2.00 g, 9.0 mmol) in dry DMF (20 mL) was added imidazole (1.20 g, 18.0 mmol) and TBSCl (1.50 g, 9.9 mmol). After stirring at 25° C. for 2.5 h, the reaction mixture was diluted with CH2Cl2 (50 mL) and washed with H2O (3×20 mL) and saturated NaHCO3 (3×20 mL). The combined aqueous layers were extracted five times with CH2Cl2 (20 mL). The combined organic layers were washed with brine (3×30 mL), dried over Na2SO4, filtered and... Starting materials: COC=1C=C(N)C=C(C1)OC (3,5-dimethoxyaniline), C(=O)(Cl)Cl (phosgene). The solvent is C1(=CC=CC=C1)C (toluene), C1(=CC=CC=C1)C (toluene). Product: COC=1C=C(C=C(C1)OC)N=C=O ((3,5-dimethoxy)phenyl isocyanate). Yield: 99.7%. RXN SMILES: [CH3:1][O:2][C:3]1[CH:4]=[C:5]([CH:7]=[C:8]([O:10][CH3:11])[CH:9]=1)[NH2:6].[C:12](Cl)(Cl)=[O:13]>C1(C)C=CC=CC=1>[CH3:11][O:10][C:8]1[CH:7]=[C:5]([N:6]=[C:12]=[O:13])[CH:4]=[C:3]([O:2][CH3:1])[CH:9]=1. Procedure: A mixture of 3,5-dimethoxyaniline (8.4 g) in toluene (100 ml) was dropwise added to a toluene solution containing 20 g of phosgene at 10° to 20° C. The resulting mixture was gradually heated and, after being refluxed for 30 minutes, cooled to room temperature. The solvent was removed by distillation under reduced pressure to give (3,5-dimethoxy)phenyl isocyanate (9.8 g). The thus obtained crude substance was added to a methanol solution (50 ml) containing triethylamine (1 g). The resultant mixtu...